From a dataset of the Open Reaction Database (ORD), a public repository of structured organic reaction records. describe an organic reaction: reactants, conditions, products, and yield Starting materials: FC1=C(N)C(=CC=C1)C(=O)C1=NC(=CC(=N1)OC)OC (2-Fluoro-6-[(4,6-dimethoxypyrimidin-2-yl)carbonyl]aniline), [BH4-].[Na+] (sodium borohydride). The solvent is CO (methanol). Run at temperature 5 celsius. Product: FC1=C(N)C(=CC=C1)C(O)C1=NC(=CC(=N1)OC)OC (2-fluoro-6-[(4,6-dimethoxypyrimidin-2-yl)hydroxymethyl]aniline). Yield: 98.5%. RXN SMILES: [F:1][C:2]1[CH:8]=[CH:7][CH:6]=[C:5]([C:9]([C:11]2[N:16]=[C:15]([O:17][CH3:18])[CH:14]=[C:13]([O:19][CH3:20])[N:12]=2)=[O:10])[C:3]=1[NH2:4].[BH4-].[Na+]>CO>[F:1][C:2]1[CH:8]=[CH:7][CH:6]=[C:5]([CH:9]([C:11]2[N:12]=[C:13]([O:19][CH3:20])[CH:14]=[C:15]([O:17][CH3:18])[N:16]=2)[OH:10])[C:3]=1[NH2:4] |f:1.2|. Procedure: 2-Fluoro-6-[(4,6-dimethoxypyrimidin-2-yl)carbonyl]aniline 2.68 g (9.67 mmol) was dissolved in methanol 80 ml and, after cooling it to 5° C., sodium borohydride 0.73 g (19.33 mmol) was added thereto while stirring. Then the solution was stirred at room temperature for 2 hours. The reaction solution was distilled off under reduced pressure and the obtained crystals were dissolved in water and dichloromethane. The organic layer was separated and the water layer was further extracted three times wit... Reactants: COc1cc2cc(C=Cc3ccccc3Cl)n(C)c2cc1OCc1ccccc1, O=C1C=CC(=O)N1. Product: COc1cc2c3c(n(C)c2cc1OCc1ccccc1)CC(c1ccccc1Cl)C1C(=O)NC(=O)C31. Reaction SMILES: [CH2:1]([c:2]1[cH:3][cH:4][cH:5][cH:6][cH:7]1)[O:8][c:9]1[c:10]([O:28][CH3:29])[cH:11][c:12]2[cH:13][c:14]([CH:19]=[CH:20][c:21]3[c:22]([Cl:27])[cH:23][cH:24][cH:25][cH:26]3)[n:15]([CH3:18])[c:16]2[cH:17]1.[O:30]=[C:31]1[NH:32][C:33](=[O:34])[CH:35]=[CH:36]1>>[CH2:1]([c:2]1[cH:3][cH:4][cH:5][cH:6][cH:7]1)[O:8][c:9]1[c:10]([O:28][CH3:29])[cH:11][c:12]2[c:13]3[c:14]([n:15]([CH3:18])[c:16]2[cH:17]1)[CH2:19][CH:20]([c:21]1[c:22]([Cl:27])[cH:23][cH:24][cH:25][cH:26]1)[CH:36]1[C:31](=[O:30])[NH:32][C:33](=[O:34])[CH:35]31. The reactants are C=1(O)C(O)=CC=CC1 (pyrocatechol), C(C)(=O)OCC1=CS[C@H]2N(C1C(=O)O)C(C2NC(CC2=CC=CC=C2)=O)=O (3-acetoxymethyl-7-(N-phenylacetyl-amino)-ceph-2-em-4ξ-carboxylic acid). The solvent is C1(=CC=CC=C1)C (toluene), FC(C(=O)O)(F)F (trifluoroacetic acid). Conditions: time 15 minute. Yields the product OC=1C=C(CC2=CS[C@H]3N(C2C(=O)O)C(C3NC(CC3=CC=CC=C3)=O)=O)C=CC1O (3-(3,4-dihydroxybenzyl)-7-(N-phenylacetyl-amino)-ceph-2-em-4ξ-carboxylic acid). RXN SMILES: [C:1]1([C:3](=[CH:5][CH:6]=[CH:7][CH:8]=1)[OH:4])[OH:2].C(O[CH2:13][C:14]1[CH:19]([C:20]([OH:22])=[O:21])[N:18]2[C:23](=[O:35])[CH:24]([NH:25][C:26](=[O:34])[CH2:27][C:28]3[CH:33]=[CH:32][CH:31]=[CH:30][CH:29]=3)[C@H:17]2[S:16][CH:15]=1)(=O)C>FC(F)(F)C(O)=O.C1(C)C=CC=CC=1>[OH:2][C:1]1[CH:8]=[C:7]([CH:6]=[CH:5][C:3]=1[OH:4])[CH2:13][C:14]1[CH:19]([C:20]([OH:22])=[O:21])[N:18]2[C:23](=[O:35])[CH:24]([NH:25][C:26](=[O:34])[CH2:27][C:28]3[CH:29]=[CH:30][CH:31]=[CH:32][CH:33]=3)[C@H:17]2[S:16][CH:15]=1. Procedure: A solution of 1.1 g of pyrocatechol in 6 ml of trifluoroacetic acid is mixed with 0.8 g of 3-acetoxymethyl-7-(N-phenylacetyl-amino)-ceph-2-em-4ξ-carboxylic acid and the solution is left to stand for 15 minutes at room temperature. It is diluted with an equal quantity of toluene, the mixture is evaporated to dryness under reduced pressure, and the residue is twice triturated with 30 ml portions of diethyl ether to remove the excess pyrocatechol. The residue is worked up in accordance with the pro...